Dataset: the Open Reaction Database (ORD), a public repository of structured organic reaction records. Task: describe an organic reaction: reactants, conditions, products, and yield The reactants are O=C([O-])[O-], CC(C)C(C1CC(CS(=O)(=O)O)C1)C(O[SiH3])(C(C)C)C(C)C, [Cs+], [Cs+], Nc1ncnc2[nH]cnc12, CN(C)C=O. The product is CC(C)C(C1CC(n2cnc3c(N)ncnc32)C1)C(O[SiH3])(C(C)C)C(C)C. As a reaction SMILES: [C:33](=[O:34])([O-:35])[O-:36].[CH:1]([CH3:2])([CH3:3])[CH:4]([C:5]([O:6][SiH3:7])([CH:8]([CH3:9])[CH3:10])[CH:11]([CH3:12])[CH3:13])[CH:14]1[CH2:15][CH:16]([CH2:18][S:19]([OH:20])(=[O:21])=[O:22])[CH2:17]1.[Cs+:37].[Cs+:38].[NH2:23][c:24]1[n:25][cH:26][n:27][c:28]2[nH:29][cH:30][n:31][c:32]12.[O:39]=[CH:40][N:41]([CH3:42])[CH3:43]>>[CH:1]([CH3:2])([CH3:3])[CH:4]([C:5]([O:6][SiH3:7])([CH:8]([CH3:9])[CH3:10])[CH:11]([CH3:12])[CH3:13])[CH:14]1[CH2:15][CH:16]([n:29]2[c:28]3[n:27][cH:26][n:25][c:24]([NH2:23])[c:32]3[n:31][cH:30]2)[CH2:17]1. Reactants: CN(C)C1=NC=CC=C1 (dimethylaminopyridine), ClC1=C(C(=C2CC(CC2=C1C)(C)C)C)C1CC(CC(C1)=O)=O (5-(6-chloro-2,2,4,7-tetramethylindan-5-yl)-cyclohexane-1,3-dione), C(CC)(=O)OC(CC)=O (propionic anhydride). Run in C1(=CC=CC=C1)C (toluene), C1(=CC=CC=C1)C (toluene). Yields the product ClC1=C(C(=C2CC(CC2=C1C)(C)C)C)C1CC(=C(C(C1)=O)C(CCC)=NOCC)O (5-(6-Chloro-2,2,4,7-tetramethylindan-5-yl)-2-[1-(ethoxyimino)butyl]-3-hydroxycyclohex-2-en-1-one). As a reaction SMILES: [Cl:1][C:2]1[C:10]([CH3:11])=[C:9]2[C:5]([CH2:6][C:7]([CH3:13])([CH3:12])[CH2:8]2)=[C:4]([CH3:14])[C:3]=1[CH:15]1[CH2:20][C:19](=[O:21])[CH2:18][C:17](=[O:22])[CH2:16]1.C(O[C:28](=[O:31])[CH2:29]C)(=O)CC.C[N:33]([C:35]1[CH:40]=[CH:39][CH:38]=CN=1)C>C1(C)C=CC=CC=1>[Cl:1][C:2]1[C:10]([CH3:11])=[C:9]2[C:5]([CH2:6][C:7]([CH3:13])([CH3:12])[CH2:8]2)=[C:4]([CH3:14])[C:3]=1[CH:15]1[CH2:20][C:19](=[O:21])[C:18]([C:35](=[N:33][O:31][CH2:28][CH3:29])[CH2:40][CH2:39][CH3:38])=[C:17]([OH:22])[CH2:16]1. Reported procedure: To a solution of 8.02 g of the 5-(6-chloro-2,2,4,7-tetramethylindan-5-yl)-cyclohexane-1,3-dione in 100 ml of absolute toluene was added 12.8 ml of propionic anhydride. After refluxing for 4 hours, toluene and excess propionicanhydride were evaporated under reduced pressure to afford a residue. To the solution of the residue in 100 ml of toluene was added 0.61 g of dimethylaminopyridine and refluxed for 20 hours. The reaction mixture was evaporated under reduced pressure. The residue was purified... Starting materials: CN1C(=NC(=CC1=O)N1CCOCC1)CC(=O)[O-].[Na+] (sodium [1-methyl-4-(morpholin-4-yl)-6-oxo-1,6-dihydropyrimidin-2-yl]acetate), IC=1C=C(N)C=CC1F (3-iodo-4-fluoroaniline). Product: IC=1C=C(C=CC1F)NC(CC=1N(C(C=C(N1)N1CCOCC1)=O)C)=O (N-(3-iodo-4-fluorophenyl)-2-[1-methyl-4-(morpholin-4-yl)-6-oxo-1,6-dihydropyrimidin-2-yl]acetamide). Isolated yield 54.2%. RXN SMILES: [CH3:1][N:2]1[C:7](=[O:8])[CH:6]=[C:5]([N:9]2[CH2:14][CH2:13][O:12][CH2:11][CH2:10]2)[N:4]=[C:3]1[CH2:15][C:16]([O-:18])=O.[Na+].[I:20][C:21]1[CH:22]=[C:23]([CH:25]=[CH:26][C:27]=1[F:28])[NH2:24]>>[I:20][C:21]1[CH:22]=[C:23]([NH:24][C:16](=[O:18])[CH2:15][C:3]2[N:2]([CH3:1])[C:7](=[O:8])[CH:6]=[C:5]([N:9]3[CH2:10][CH2:11][O:12][CH2:13][CH2:14]3)[N:4]=2)[CH:25]=[CH:26][C:27]=1[F:28] |f:0.1|. Procedure: The product is prepared according to the procedure described in example 68, using 200 mg of sodium [1-methyl-4-(morpholin-4-yl)-6-oxo-1,6-dihydropyrimidin-2-yl]acetate and 210 mg of 3-iodo-4-fluoroaniline. 186 mg of N-(3-iodo-4-fluorophenyl)-2-[1-methyl-4-(morpholin-4-yl)-6-oxo-1,6-dihydropyrimidin-2-yl]acetamide are obtained in the form of a white solid, the characteristics of which are the following: Reactants: CS(=O)(=O)c1ncc(-c2ccc(Cl)cc2)c(-c2ccc(Cl)cc2Cl)n1, COCCOCCN(CCOCCOC)CCOCCOC, CC#N, Oc1ccc(F)cc1, [K+], [K+], O=C([O-])[O-]. The product is Fc1ccc(Oc2ncc(-c3ccc(Cl)cc3)c(-c3ccc(Cl)cc3Cl)n2)cc1. RXN SMILES: [CH3:1][S:2](=[O:3])(=[O:4])[c:5]1[n:6][cH:7][c:8](-[c:19]2[cH:20][cH:21][c:22]([Cl:25])[cH:23][cH:24]2)[c:9](-[c:11]2[c:12]([Cl:18])[cH:13][c:14]([Cl:17])[cH:15][cH:16]2)[n:10]1.[CH3:40][O:41][CH2:42][CH2:43][O:44][CH2:45][CH2:46][N:47]([CH2:48][CH2:49][O:50][CH2:51][CH2:52][O:53][CH3:54])[CH2:55][CH2:56][O:57][CH2:58][CH2:59][O:60][CH3:61].[CH3:62][C:63]#[N:64].[F:26][c:27]1[cH:28][cH:29][c:30]([OH:33])[cH:31][cH:32]1.[K+:34].[K+:35].[O-:36][C:37]([O-:38])=[O:39]>>[c:5]1([O:33][c:30]2[cH:29][cH:28][c:27]([F:26])[cH:32][cH:31]2)[n:6][cH:7][c:8](-[c:19]2[cH:20][cH:21][c:22]([Cl:25])[cH:23][cH:24]2)[c:9](-[c:11]2[c:12]([Cl:18])[cH:13][c:14]([Cl:17])[cH:15][cH:16]2)[n:10]1. The reactants are C(C)C(C(=O)[O-])N(C(C1=CC=CC=C1)C1=CC=CC=C1)C(C(=O)[O-])CC (diethyl-N-benzhydryliminodiacetate), O.NN (hydrazine hydrate). Run in CO (methanol). Yields the product C1(=CC=CC=C1)C(N1CC(NNC(C1)=O)=O)C1=CC=CC=C1 (5-diphenylmethyl-3,7-diketo-1,2-dihydro-1,2,5-triazepine). RXN SMILES: C([CH:3]([N:7]([CH:21](CC)[C:22]([O-:24])=O)[CH:8]([C:15]1[CH:20]=[CH:19][CH:18]=[CH:17][CH:16]=1)[C:9]1[CH:14]=[CH:13][CH:12]=[CH:11][CH:10]=1)[C:4]([O-])=[O:5])C.O.[NH2:28][NH2:29]>CO>[C:9]1([CH:8]([C:15]2[CH:20]=[CH:19][CH:18]=[CH:17][CH:16]=2)[N:7]2[CH2:21][C:22](=[O:24])[NH:29][NH:28][C:4](=[O:5])[CH2:3]2)[CH:14]=[CH:13][CH:12]=[CH:11][CH:10]=1 |f:1.2|. Reported procedure: Reacting diethyl-N-benzhydryliminodiacetate with hydrazine hydrate in the presence of methanol at reflux temperature and a reaction time of 20 hours to afford 5-diphenylmethyl-3,7-diketo-1,2-dihydro-1,2,5-triazepine. Starting materials: ClCCl, CC(=O)[O-], COc1ccc(-c2nc(S)[nH]c2-c2ccc(OC)cc2)cc1, CN(C)C=O, [Cu], O=N[O-], Nc1ccccc1, [Na+], [Na+], [Na+], [OH-], O, O=S(=O)(O)O. The product is COc1ccc(-c2nc(Sc3ccccc3)[nH]c2-c2ccc(OC)cc2)cc1. RXN SMILES: [CH2:52]([Cl:53])[Cl:54].[CH3:13][C:14](=[O:15])[O-:16].[CH3:17][O:18][c:19]1[cH:20][cH:21][c:22](-[c:25]2[n:26][c:27]([SH:38])[nH:28][c:29]2-[c:30]2[cH:31][cH:32][c:33]([O:36][CH3:37])[cH:34][cH:35]2)[cH:23][cH:24]1.[CH3:47][N:48]([CH3:49])[CH:50]=[O:51].[Cu:55].[N:8]([O-:9])=[O:10].[NH2:1][c:2]1[cH:3][cH:4][cH:5][cH:6][cH:7]1.[Na+:11].[Na+:12].[Na+:40].[OH-:39].[OH2:46].[S:41](=[O:42])(=[O:43])([OH:44])[OH:45]>>[c:2]1([S:38][c:27]2[nH:26][c:25](-[c:22]3[cH:21][cH:20][c:19]([O:18][CH3:17])[cH:24][cH:23]3)[c:29](-[c:30]3[cH:31][cH:32][c:33]([O:36][CH3:37])[cH:34][cH:35]3)[n:28]2)[cH:3][cH:4][cH:5][cH:6][cH:7]1.